Dataset: the Open Reaction Database (ORD), a public repository of structured organic reaction records. Task: describe an organic reaction: reactants, conditions, products, and yield Yields the product [N+](=O)([O-])C1=C2CCC(C2=CC=C1)=O (4-nitro-1-indanone). The reagents and catalysts are [O-2].[Cr+6].[O-2].[O-2] (chromium(VI) oxide), [O-2].[Cr+6].[O-2].[O-2] (chromium(VI)oxide). Conditions: time 5 hour. Reaction SMILES: [N+:1]([C:4]1[CH:12]=[CH:11][CH:10]=[C:9]2[C:5]=1[CH2:6][CH2:7][CH2:8]2)([O-:3])=[O:2].C(O)(=[O:15])C>[O-2].[Cr+6].[O-2].[O-2]>[N+:1]([C:4]1[CH:12]=[CH:11][CH:10]=[C:9]2[C:5]=1[CH2:6][CH2:7][C:8]2=[O:15])([O-:3])=[O:2] |f:2.3.4.5|. Procedure: A suspension of chromium(VI) oxide (36.7 g, 367.7 mmol) in acetic acid (400 mL) was added slowly to a solution of 4-nitroindane (20 g, 122.6 mmol) in glacial acetic acid (500 mL). Extra acetic acid (200 mL) was used to transfer all the chromium(VI)oxide. The reaction was stirred vigorously at room temperature for about 5 hours and was then quenched with water (200 mL). Most of the acetic acid was removed under high vacuum and the crude product was extracted with ethyl acetate. The organic layer ... Reactants: [N+](=O)([O-])C1=C2CCCC2=CC=C1 (4-nitroindane), C(C)(=O)O (acetic acid), C(C)(=O)O (acetic acid), C(C)(=O)O (acetic acid). Starting materials: CN, CCO, O=[N+]([O-])c1cc(F)ccc1F, O. The product is CNc1ccc(F)cc1[N+](=O)[O-]. Reaction SMILES: [CH3:12][NH2:13].[CH3:14][CH2:15][OH:16].[F:1][c:2]1[c:3]([N+:9](=[O:10])[O-:11])[cH:4][c:5]([F:8])[cH:6][cH:7]1.[OH2:17]>>[c:2]1([NH:13][CH3:12])[c:3]([N+:9](=[O:10])[O-:11])[cH:4][c:5]([F:8])[cH:6][cH:7]1. The reactants are O[PH2]=O (H3PO2), [PH2](=O)O (hypophosphorous acid), C(C[*:2])[*:1] (polyethylene), O.O.O.O.[N+](=O)([O-])[O-].[Ca+2].[N+](=O)([O-])[O-] (calcium nitrate tetrahydrate), solid ( A ), Ca3(PO4)2, O.O.O.O.[N+](=O)([O-])[O-].[Ca+2].[N+](=O)([O-])[O-] (calcium nitrate tetrahydrate), Ca(NO3)2.4H2O, O[PH2]=O (H3PO2), Ca phosphate. Conditions: time 2 minute. Product: P(=O)([O-])([O-])[O-].[Ca+2].P(=O)([O-])([O-])[O-].[Ca+2].[Ca+2] (Calcium Phosphate). RXN SMILES: [PH2:1]([OH:3])=[O:2].[OH2:4].[OH2:5].O.O.[N+]([O-])([O-])=O.[Ca+2:12].[N+]([O-])([O-])=O>>[P:1]([O-:5])([O-:4])([O-:3])=[O:2].[Ca+2:12].[P:1]([O-:5])([O-:4])([O-:3])=[O:2].[Ca+2:12].[Ca+2:12] |f:1.2.3.4.5.6.7,8.9.10.11.12|. Procedure details: An aqueous solution of 8.51 g 50 wt % hypophosphorous acid, H3PO2 (Alfa/Aesar reagent #14142, CAS #6303-21-5), equivalent to 71.95 wt % [PO4]−3 was combined with 8.00 g distilled water to form a clear, colorless solution contained in a 250 ml Pyrex beaker. To this solution was added 22.85 g calcium nitrate tetrahydrate salt, Ca(NO3)2.4H2O (ACS reagent, Aldrich Chemical Co., Inc. #23,712-4, CAS #13477-34-4), equivalent to 16.97 wt % Ca. The molar ratio of Ca/phosphate in this mixture was 3/2 and ... Reactants: ClC1=C(C(=O)C=2OC3=C(C2C)C=CC(=C3)C=3C=C(C(=O)O)C=CC3)C=CC(=C1)Cl (3-[2-(2,4-dichloro-benzoyl)-3-methyl-benzofuran-6-yl]-benzoic acid), COCCN (2-methoxyethylamine), CCN=C=NCCCN(C)C.Cl (EDCl), C(C)(C)N(C(C)C)CC (N,N-diisopropylethylamine). Reagents/catalysts: CN(C)C=1C=CN=CC1 (DMAP). The solvent is ClCCl (dichloromethane). Conditions: time 8 hour. Yields the product ClC1=C(C(=O)C=2OC3=C(C2C)C=CC(=C3)C=3C=C(C(=O)NCCOC)C=CC3)C=CC(=C1)Cl (3-[2-(2,4-dichlorobenzoyl)-3-methyl-1-benzofuran-6-yl]-N-(2-methoxyethyl)benzamide). Isolated yield 25.3%. RXN SMILES: [Cl:1][C:2]1[CH:28]=[C:27]([Cl:29])[CH:26]=[CH:25][C:3]=1[C:4]([C:6]1[O:7][C:8]2[CH:15]=[C:14]([C:16]3[CH:17]=[C:18]([CH:22]=[CH:23][CH:24]=3)[C:19](O)=[O:20])[CH:13]=[CH:12][C:9]=2[C:10]=1[CH3:11])=[O:5].[CH3:30][O:31][CH2:32][CH2:33][NH2:34].CCN=C=NCCCN(C)C.Cl.C(N(CC)C(C)C)(C)C>ClCCl.CN(C1C=CN=CC=1)C>[Cl:1][C:2]1[CH:28]=[C:27]([Cl:29])[CH:26]=[CH:25][C:3]=1[C:4]([C:6]1[O:7][C:8]2[CH:15]=[C:14]([C:16]3[CH:17]=[C:18]([CH:22]=[CH:23][CH:24]=3)[C:19]([NH:34][CH2:33][CH2:32][O:31][CH3:30])=[O:20])[CH:13]=[CH:12][C:9]=2[C:10]=1[CH3:11])=[O:5] |f:2.3|. Reported procedure: To a solution of 3-[2-(2,4-dichloro-benzoyl)-3-methyl-benzofuran-6-yl]-benzoic acid (40 mg, 0.09 mmol) in dichloromethane (2 mL) was added 2-methoxyethylamine (0.02 mL, 0.19 mmol), EDCl (20 mg, 0.1 mmol), DMAP (1 mg, 0.01 mmol), and N,N-diisopropylethylamine (0.02 mL, 0.1 mmol). The reaction mixture was stirred at rt overnight, then concentrated in vacuo and purified by prep-HPLC to afford the desired product (11 mg, 25%). 1H-NMR (CDCl3) δ 8.05 (t, J=1.8 Hz, 1H), 7.77-7.75 (m, 3H), 7.69 (m, 1H),...